From a dataset of the Open Reaction Database (ORD), a public repository of structured organic reaction records. describe an organic reaction: reactants, conditions, products, and yield Starting materials: [H-].[Na+] (NaH), C(C)(C)(C)OC(NCC(O)C1=CC(=C(C=C1)F)F)=O ([2-(3,4-difluorophenyl)-2-hydroxy-ethyl]-carbamic acid-tert-butyl ester). Run in C1CCOC1 (THF), C1CCOC1 (THF). The product is FC=1C=C(C=CC1F)C1CNC(O1)=O (5-(3,4-difluoro-phenyl)-oxazolidin-2-one). Isolated yield 24.0%. As a reaction SMILES: [H-].[Na+].C([O:7][C:8](=[O:21])[NH:9][CH2:10][CH:11]([C:13]1[CH:18]=[CH:17][C:16]([F:19])=[C:15]([F:20])[CH:14]=1)O)(C)(C)C>C1COCC1>[F:20][C:15]1[CH:14]=[C:13]([CH:11]2[O:21][C:8](=[O:7])[NH:9][CH2:10]2)[CH:18]=[CH:17][C:16]=1[F:19] |f:0.1|. Procedure details: To a well stirred suspension of 95% NaH (0.55 g, 11.8 mmol) in THF (20 mL) at room temperature was added a solution of [2-(3,4-difluorophenyl)-2-hydroxy-ethyl]-carbamic acid-tert-butyl ester (3.2 g, 23.0 mmol) in THF via a dropping funnel at room temperature. The resulting suspension was stirred for 3 h and then quenched carefully with 10 mL of water. The biphasic mixture was extracted with 100 mL of Et2O, washed with brine, filtered and the solvent was removed in vacuo. The gummy residue thus o... The yield is 85.0%. Reactants: FC=1C=C2N=C(C(=NC2=CC1)NC(OCC)=O)OC (Ethyl N-(6-fluoro-3-methoxyquinoxalin-2-yl)carbamate), FC1=C(C=CC=C1)N1CCNCC1 (1-(2-fluorophenyl)piperazine). Product: FC=1C=C2N=C(C(=NC2=CC1)NC(=O)N1CCN(CC1)C1=C(C=CC=C1)F)OC (1-[(6-Fluoro-3-methoxyquinoxalin-2-yl)aminocarbonyl]-4-(2-fluorophenyl)piperazine). As a reaction SMILES: [F:1][C:2]1[CH:3]=[C:4]2[C:9](=[CH:10][CH:11]=1)[N:8]=[C:7]([NH:12][C:13](=[O:17])OCC)[C:6]([O:18][CH3:19])=[N:5]2.[F:20][C:21]1[CH:26]=[CH:25][CH:24]=[CH:23][C:22]=1[N:27]1[CH2:32][CH2:31][NH:30][CH2:29][CH2:28]1>>[F:1][C:2]1[CH:3]=[C:4]2[C:9](=[CH:10][CH:11]=1)[N:8]=[C:7]([NH:12][C:13]([N:30]1[CH2:29][CH2:28][N:27]([C:22]3[CH:23]=[CH:24][CH:25]=[CH:26][C:21]=3[F:20])[CH2:32][CH2:31]1)=[O:17])[C:6]([O:18][CH3:19])=[N:5]2. Procedure: Ethyl N-(6-fluoro-3-methoxyquinoxalin-2-yl)carbamate and 1-(2-fluorophenyl)piperazine were reacted by the same way with the example 85 to obtain the titled compound (yield, 85%). 1H NMR (200 MHz, CDCl3): δ 3.17-3.20 (m, 4H), 3.77-3.80 (m, 4H), 4.13 (s, 3H), 6.97-7.09 (m, 4H), 7.24-7.41 (m, 3H), 7.81-7.82 (m, 1H). Reactants: CC=1SC(=CC1C1NCCNC1)C (2-(2,5-dimethyl-3-thienyl)piperazine), ClC1=C(C=C2C(C(=CN(C2=C1)CC)C(=O)O)=O)F (7-chloro-1-ethyl-6-fluoro-1,4-dihydro-4-oxo-3-quinolinecarboxylic acid). The solvent is N1=CC=CC=C1 (pyridine). Product: CC=1SC(=CC1C1CN(CCN1)C1=C(C=C2C(C(=CN(C2=C1)CC)C(=O)O)=O)F)C (7-[3-(2,5-Dimethyl-3-thienyl)-1-piperazinyl]-1-ethyl-6-fluoro-1,4-dihydro-4-oxo-3-quinolinecarboxylic acid). The yield is 46.7%. RXN SMILES: [CH3:1][C:2]1[S:3][C:4]([CH3:13])=[CH:5][C:6]=1[CH:7]1[CH2:12][NH:11][CH2:10][CH2:9][NH:8]1.Cl[C:15]1[CH:24]=[C:23]2[C:18]([C:19](=[O:30])[C:20]([C:27]([OH:29])=[O:28])=[CH:21][N:22]2[CH2:25][CH3:26])=[CH:17][C:16]=1[F:31]>N1C=CC=CC=1>[CH3:1][C:2]1[S:3][C:4]([CH3:13])=[CH:5][C:6]=1[CH:7]1[NH:8][CH2:9][CH2:10][N:11]([C:15]2[CH:24]=[C:23]3[C:18]([C:19](=[O:30])[C:20]([C:27]([OH:29])=[O:28])=[CH:21][N:22]3[CH2:25][CH3:26])=[CH:17][C:16]=2[F:31])[CH2:12]1. Procedure details: A mixture of 2.35 g of 2-(2,5-dimethyl-3-thienyl)piperazine and 1.076 g of 7-chloro-1-ethyl-6-fluoro-1,4-dihydro-4-oxo-3-quinolinecarboxylic acid in 10 ml of pyridine was heated for 48 hours, then cooled and filtered. The filtrate was evaporated under reduced pressure and the residue triturated with chloroform:methanol (9:1),. giving 800 mg of the desired product, mp 248°-250° C. The reactants are C(C)OC1=C(C=C(C=C1)C(C(=O)Cl)C(C)(C)C)F (2-(4-Ethoxy-3-fluorophenyl)-3,3-dimethylbutyryl chloride), FC(CO)(F)F (2,2,2-trifluoroethanol), ice water. Reagents/catalysts: CN(C1=CC=NC=C1)C (4-dimethylaminopyridine). Solvent: N1=CC=CC=C1 (pyridine). Run at time 2 hour. The product is C(C)OC1=C(C=C(C=C1)C(C(=O)OCC(F)(F)F)C(C)(C)C)F (2,2,2-Trifluoroethyl 2-(4-ethoxy-3-fluorophenyl)-3,3-dimethylbutyrate). Reaction SMILES: [CH2:1]([O:3][C:4]1[CH:9]=[CH:8][C:7]([CH:10]([C:14]([CH3:17])([CH3:16])[CH3:15])[C:11](Cl)=[O:12])=[CH:6][C:5]=1[F:18])[CH3:2].[F:19][C:20]([F:24])([F:23])[CH2:21][OH:22]>CN(C)C1C=CN=CC=1.N1C=CC=CC=1>[CH2:1]([O:3][C:4]1[CH:9]=[CH:8][C:7]([CH:10]([C:14]([CH3:17])([CH3:16])[CH3:15])[C:11]([O:22][CH2:21][C:20]([F:24])([F:23])[F:19])=[O:12])=[CH:6][C:5]=1[F:18])[CH3:2]. Reported procedure: 3.0 g (0.011 mol) 2-(4-Ethoxy-3-fluorophenyl)-3,3-dimethylbutyryl chloride was added dropwise to a solution of 1.12 g (0.0121 mol) 2,2,2-trifluoroethanol and 100 mg 4-dimethylaminopyridine in 15 ml pyridine at 0° C. After stirring for two hours at room temperature, tlc showed complete reaction. The mixture was added to ice/water, made weakly acidic, extracted with ether, the extract dried over magnesium sulphate and evaporated under reduced pressure. After silica gel chromatography, 2.80 g (=75....